From a dataset of the Open Reaction Database (ORD), a public repository of structured organic reaction records. describe an organic reaction: reactants, conditions, products, and yield Product: CCOC(=O)C1=CC(N=[N+]=[N-])C(OS(C)(=O)=O)C(OS(C)(=O)=O)C1. Starting materials: CCOC(=O)C1=CC(OS(C)(=O)=O)C(OS(C)(=O)=O)C(OS(C)(=O)=O)C1, CS(C)=O, CCOC(C)=O, [N-]=[N+]=[N-], [Na+]. As a reaction SMILES: [CH2:1]([CH3:2])[O:3][C:4](=[O:5])[C:6]1=[CH:7][CH:8]([O:22][S:23]([CH3:24])(=[O:25])=[O:26])[CH:9]([O:17][S:18](=[O:19])(=[O:20])[CH3:21])[CH:10]([O:12][S:13](=[O:14])(=[O:15])[CH3:16])[CH2:11]1.[CH3:27][S:28]([CH3:29])=[O:30].[CH3:35][CH2:36][O:37][C:38]([CH3:39])=[O:40].[N-:32]=[N+:33]=[N-:34].[Na+:31]>>[CH2:1]([CH3:2])[O:3][C:4](=[O:5])[C:6]1=[CH:7][CH:8]([N:32]=[N+:33]=[N-:34])[CH:9]([O:17][S:18](=[O:19])(=[O:20])[CH3:21])[CH:10]([O:12][S:13](=[O:14])(=[O:15])[CH3:16])[CH2:11]1. The reactants are C([O-])([O-])=O.[K+].[K+] (Potassium carbonate), ClC1=CC=C(CBr)C=C1 (p-chlorobenzyl bromide), C(C)(C)(C)OC(=O)NC1(COC(OC1)(C)C)CCCC1=CC=C(C=C1)OC1=CC(=CC=C1)O (5-t-butoxycarbonylamino-5-[4-(3-hydroxyphenoxy)phenyl]propyl-2,2-dimethyl-1,3-dioxane). Run at temperature 70 celsius, time 1 hour. Isolated yield 89.1%. Reported procedure: Potassium carbonate (150 mg) and p-chlorobenzyl bromide (103 mg) were added to a DMF solution (5 mL) of the compound of Example 105 (150 mg) and the mixture was stirred for 1 hour at 70° C. Subsequently, the mixture was decanted into water and was extracted with ethyl acetate. The organic phase was sequentially washed with water and a saturated aqueous solution of sodium chloride and was dried with anhydrous sodium sulfate. The solvent was then removed by distillation under reduced pressure. The... The product is C(C)(C)(C)OC(=O)NC1(COC(OC1)(C)C)CCCC1=CC=C(C=C1)OC1=CC(=CC=C1)OCC1=CC=C(C=C1)Cl (5-t-butoxycarbonylamino-5-[4-(3-(4-chlorobenzyloxy)phenoxy)phenyl]propyl-2,2-dimethyl-1,3-dioxane). The solvent is CN(C)C=O (DMF). Reaction SMILES: C(=O)([O-])[O-].[K+].[K+].[Cl:7][C:8]1[CH:15]=[CH:14][C:11]([CH2:12]Br)=[CH:10][CH:9]=1.[C:16]([O:20][C:21]([NH:23][C:24]1([CH2:32][CH2:33][CH2:34][C:35]2[CH:40]=[CH:39][C:38]([O:41][C:42]3[CH:47]=[CH:46][CH:45]=[C:44]([OH:48])[CH:43]=3)=[CH:37][CH:36]=2)[CH2:29][O:28][C:27]([CH3:31])([CH3:30])[O:26][CH2:25]1)=[O:22])([CH3:19])([CH3:18])[CH3:17]>CN(C=O)C>[C:16]([O:20][C:21]([NH:23][C:24]1([CH2:32][CH2:33][CH2:34][C:35]2[CH:36]=[CH:37][C:38]([O:41][C:42]3[CH:47]=[CH:46][CH:45]=[C:44]([O:48][CH2:12][C:11]4[CH:14]=[CH:15][C:8]([Cl:7])=[CH:9][CH:10]=4)[CH:43]=3)=[CH:39][CH:40]=2)[CH2:29][O:28][C:27]([CH3:31])([CH3:30])[O:26][CH2:25]1)=[O:22])([CH3:17])([CH3:18])[CH3:19] |f:0.1.2|.